Dataset: the Open Reaction Database (ORD), a public repository of structured organic reaction records. Task: describe an organic reaction: reactants, conditions, products, and yield Starting materials: [Br-], CCOC(=O)CBr, Oc1ccc2c(c1)CC(NCc1ccccc1)CCC2, CCCC[N+](CCCC)(CCCC)CCCC, Cc1ccccc1, [Cl-], [H-], [NH4+], [Na+]. Product: CCOC(=O)COc1ccc2c(c1)CC(NCc1ccccc1)CCC2. As a reaction SMILES: [Br-:39].[Br:23][CH2:24][C:25](=[O:26])[O:27][CH2:28][CH3:29].[CH2:1]([c:2]1[cH:3][cH:4][cH:5][cH:6][cH:7]1)[NH:8][CH:9]1[CH2:10][CH2:11][CH2:12][c:13]2[c:14]([cH:16][c:17]([OH:20])[cH:18][cH:19]2)[CH2:15]1.[CH2:40]([N+:41]([CH2:42][CH2:43][CH2:44][CH3:45])([CH2:46][CH2:47][CH2:48][CH3:49])[CH2:50][CH2:51][CH2:52][CH3:53])[CH2:54][CH2:55][CH3:56].[CH3:32][c:33]1[cH:34][cH:35][cH:36][cH:37][cH:38]1.[Cl-:30].[H-:21].[NH4+:31].[Na+:22]>>[CH2:1]([c:2]1[cH:3][cH:4][cH:5][cH:6][cH:7]1)[NH:8][CH:9]1[CH2:10][CH2:11][CH2:12][c:13]2[c:14]([cH:16][c:17]([O:20][CH2:24][C:25](=[O:26])[O:27][CH2:28][CH3:29])[cH:18][cH:19]2)[CH2:15]1. Reactants: [OH-].[Na+] (sodium hydroxide), BrC1=CC=C(C=C1)C(=O)C(=O)C1=CC=C(C=C1)Br (4,4'-dibromobenzil), N(C(=N)N)C=1NC2=C(N1)C=CC=C2 (2-guanidinobenzimidazole). Solvent: O (water), CO (methanol). The product is N1=C(NC2=C1C=CC=C2)N=C2NC1(C(NC(N1)=NC=1NC3=C(N1)C=CC=C3)(N2)C2=CC=C(C=C2)Br)C2=CC=C(C=C2)Br (2,5-bis[2-benzimidazolylimino]-3a,6a-bis(4-bromophenyl)-1,2,3,3a,4,5,6,6a-octahydroimidazo[4,5-d]imidazole), crystals. Yield: 24.0%. Reaction SMILES: [Br:1][C:2]1[CH:7]=[CH:6][C:5]([C:8]([C:10]([C:12]2[CH:17]=[CH:16][C:15]([Br:18])=[CH:14][CH:13]=2)=O)=O)=[CH:4][CH:3]=1.[NH:19]([C:23]1[NH:24][C:25]2[CH:31]=[CH:30][CH:29]=[CH:28][C:26]=2[N:27]=1)[C:20]([NH2:22])=[NH:21].[OH-].[Na+]>CO.O>[N:27]1[C:26]2[CH:28]=[CH:29][CH:30]=[CH:31][C:25]=2[NH:24][C:23]=1[N:19]=[C:20]1[NH:22][C:8]2([C:5]3[CH:6]=[CH:7][C:2]([Br:1])=[CH:3][CH:4]=3)[NH:22][C:20](=[N:19][C:23]3[NH:27][C:26]4[CH:28]=[CH:29][CH:30]=[CH:31][C:25]=4[N:24]=3)[NH:21][C:10]2([C:12]2[CH:17]=[CH:16][C:15]([Br:18])=[CH:14][CH:13]=2)[NH:21]1 |f:2.3|. Reported procedure: Following the procedure of Example 1, 4,4'-dibromobenzil (4.42 g, 12 mmol) and 2-guanidinobenzimidazole (1.75 g, 10 mmol) in methanol (100 mL) was treated with a solution of sodium hydroxide (400 mg, 10 mmol) in 10 mL of water. The title compound was isolated as pale yellow crystals (800 mg, 24% yield). mp: 274-278 ° C. (dec); MS (ESI) m/z 683 [M+H]+. Starting materials: COC(=O)c1c(ON2N=C(OC)C=C(OC)N2)cccc1C(C)=O, CON, CC(=O)[O-], CO, Cl, [K+], O. Product: CON=C(C)c1cccc(ON2N=C(OC)C=C(OC)N2)c1C(=O)OC. Reaction SMILES: [C:1]([CH3:2])(=[O:3])[c:4]1[c:5]([C:6](=[O:7])[O:8][CH3:9])[c:10]([O:14][N:15]2[NH:16][C:17]([O:23][CH3:24])=[CH:18][C:19]([O:21][CH3:22])=[N:20]2)[cH:11][cH:12][cH:13]1.[CH3:26][O:27][NH2:28].[CH3:30][C:31](=[O:32])[O-:33].[CH3:34][OH:35].[ClH:25].[K+:29].[OH2:36]>>[C:1]([CH3:2])([c:4]1[c:5]([C:6](=[O:7])[O:8][CH3:9])[c:10]([O:14][N:15]2[NH:16][C:17]([O:23][CH3:24])=[CH:18][C:19]([O:21][CH3:22])=[N:20]2)[cH:11][cH:12][cH:13]1)=[N:28][O:27][CH3:26].